Dataset: the Open Reaction Database (ORD), a public repository of structured organic reaction records. Task: describe an organic reaction: reactants, conditions, products, and yield Reactants: C(C)(=O)[O-].[NH4+] (ammonium acetate), C=O (paraformaldehyde), C(C)(C)(C)C1=C(C(=CC=C1)C(C)(C)C)O (2,6-ditert.butylphenol). Solvent: O (water), C(C)(=O)O (acetic acid), O (water). Yields the product C(C)(C)(C)C=1C=C(C=O)C=C(C1O)C(C)(C)C (3,5-ditert.butyl-4-hydroxybenzaldehyde). Yield: 58.0%. As a reaction SMILES: [C:1]([O-])(=[O:3])C.[NH4+].C=O.[C:8]([C:12]1[CH:17]=[CH:16][CH:15]=[C:14]([C:18]([CH3:21])([CH3:20])[CH3:19])[C:13]=1[OH:22])([CH3:11])([CH3:10])[CH3:9]>O.C(O)(=O)C>[C:18]([C:14]1[CH:15]=[C:16]([CH:17]=[C:12]([C:8]([CH3:11])([CH3:10])[CH3:9])[C:13]=1[OH:22])[CH:1]=[O:3])([CH3:21])([CH3:20])[CH3:19] |f:0.1|. Procedure: A 500 ml reaction flask fitted with a mechanical stirrer, heating mantle, thermometer and water-cooled condenser was charged with 166 ml of glacial acetic acid and 34 ml of water. To the stirred solution were added 61.7 g (0.8 mole) of ammonium acetate, 12 g of paraformaldehyde (0.4 mole equivalent of formaldehyde) and 20.6 g (0.1 mole) of 2,6-ditert.butylphenol. The mixture was refluxed (111°-12°) for 6 hours. After cooling to ambient temperature, the mixture was poured on a vacuum filter and t... Reactants: C(C)OC(C(C(CC)=O)Cl)=O (2-Chloro-3-oxo-pentanoic acid ethyl ester), C(=O)[O-].[NH4+] (Ammonium formate). Solvent: C(=O)O (formic acid). Product: C(C)OC(=O)C1=C(N=CO1)CC (4-Ethyl-oxazole-5-carboxylic acid ethyl ester). Yield: 29.5%. RXN SMILES: [CH2:1]([O:3][C:4](=[O:11])[CH:5](Cl)[C:6](=O)[CH2:7][CH3:8])[CH3:2].[CH:12]([O-:14])=O.[NH4+:15]>C(O)=O>[CH2:1]([O:3][C:4]([C:5]1[O:14][CH:12]=[N:15][C:6]=1[CH2:7][CH3:8])=[O:11])[CH3:2] |f:1.2|. Procedure: 2-Chloro-3-oxo-pentanoic acid ethyl ester (13.5 g) was dissolved in 75 ml of 95% formic acid. Ammonium formate (27.6 g) was added and the reaction heated at reflux under nitrogen for 6 hours. After cooling to room temperature the reaction mixture was evaporated and the residue extracted with ether (3×50 ml). Combined ether extracts were washed with water and brine, dried (MgSO4), filtered and evaporated to give a crude oil (9 g). The oil was purified by chromatography on silica gel, eluting with... Reactants: O=C([O-])[O-], Cn1c(C(F)(F)F)cc(=O)[nH]c1=O, CS(C)=O, O=[N+]([O-])c1cc(F)c(F)cc1F, [K+], [K+], O. Yields the product Cn1c(C(F)(F)F)cc(=O)n(-c2cc(F)c([N+](=O)[O-])cc2F)c1=O. As a reaction SMILES: [C:26](=[O:27])([O-:28])[O-:29].[CH3:13][n:14]1[c:15](=[O:25])[nH:16][c:17](=[O:24])[cH:18][c:19]1[C:20]([F:21])([F:22])[F:23].[CH3:33][S:34]([CH3:35])=[O:36].[F:1][c:2]1[c:3]([N+:10](=[O:11])[O-:12])[cH:4][c:5]([F:9])[c:6]([F:8])[cH:7]1.[K+:30].[K+:31].[OH2:32]>>[F:1][c:2]1[c:3]([N+:10](=[O:11])[O-:12])[cH:4][c:5]([F:9])[c:6](-[n:16]2[c:15](=[O:25])[n:14]([CH3:13])[c:19]([C:20]([F:21])([F:22])[F:23])[cH:18][c:17]2=[O:24])[cH:7]1. Starting materials: C(=O)(O)C1=NN(C(=C1)OCC(=O)OCC)C (ethyl (3-carboxy-1-methylpyrazol-5-yl)oxyacetate), CCN=C=NCCCN(C)C (EDCI), C(CC)N1C(=O)N(C(=O)C(=C1N)N)CCC (1,3-dipropyl-5,6-diaminouracil). The solvent is CO (methanol), CO (methanol). Conditions: time 2 hour. Product: C(CC)N1C(=O)N(C=2N=C(NC2C1=O)C1=NN(C(=C1)OCC(=O)O)C)CCC (2-[3-(1,3-dipropyl-xanthin-8-yl)-1-methylpyrazol-5-yloxy]acetic acid). RXN SMILES: [C:1]([C:4]1[CH:8]=[C:7]([O:9][CH2:10][C:11]([O:13]CC)=[O:12])[N:6]([CH3:16])[N:5]=1)(O)=O.CCN=C=NCCCN(C)C.[CH2:28]([N:31]1[C:38]([NH2:39])=[C:37]([NH2:40])[C:35](=[O:36])[N:34]([CH2:41][CH2:42][CH3:43])[C:32]1=[O:33])[CH2:29][CH3:30]>CO>[CH2:41]([N:34]1[C:35](=[O:36])[C:37]2[NH:40][C:1]([C:4]3[CH:8]=[C:7]([O:9][CH2:10][C:11]([OH:13])=[O:12])[N:6]([CH3:16])[N:5]=3)=[N:39][C:38]=2[N:31]([CH2:28][CH2:29][CH3:30])[C:32]1=[O:33])[CH2:42][CH3:43]. Reported procedure: To a solution of ethyl (3-carboxy-1-methylpyrazol-5-yl)oxyacetate (0.5 mmol) and EDCI (0.5 mmol) in methanol (20 mL) was added a solution of 1,3-dipropyl-5,6-diaminouracil (0.5 mmol), dissolved in methanol (20 mL). The mixture was stirred at room temperature for two hours, the solvent was then removed in vacuo, water added, and the solid that formed was collected by filtration and washed with additional cold water. The intermediate amide was heated in 20 mL of 2.5 N NaOH at 70° C. for 30 minutes... Starting materials: CC(=O)O, COC(=O)c1sc(-c2ccccc2)cc1N(CC1CCN(C(=O)OCc2ccccc2)CC1)C(=O)C1CCC(C)CC1, C=O, CO. The product is COC(=O)c1sc(-c2ccccc2)cc1N(CC1CCN(C)CC1)C(=O)C1CCC(C)CC1. As a reaction SMILES: [C:45]([OH:46])(=[O:47])[CH3:48].[CH2:1]([O:2][C:9](=[O:3])[N:11]1[CH2:12][CH2:13][CH:14]([CH2:17][N:18]([C:19](=[O:20])[CH:21]2[CH2:22][CH2:23][CH:24]([CH3:27])[CH2:25][CH2:26]2)[c:28]2[c:29]([C:39](=[O:40])[O:41][CH3:42])[s:30][c:31](-[c:33]3[cH:34][cH:35][cH:36][cH:37][cH:38]3)[cH:32]2)[CH2:15][CH2:16]1)[c:4]1[cH:5][cH:6][cH:7][cH:8][cH:10]1.[CH2:43]=[O:44].[CH3:49][OH:50]>>[CH3:9][N:11]1[CH2:12][CH2:13][CH:14]([CH2:17][N:18]([C:19](=[O:20])[CH:21]2[CH2:22][CH2:23][CH:24]([CH3:27])[CH2:25][CH2:26]2)[c:28]2[c:29]([C:39](=[O:40])[O:41][CH3:42])[s:30][c:31](-[c:33]3[cH:34][cH:35][cH:36][cH:37][cH:38]3)[cH:32]2)[CH2:15][CH2:16]1. Starting materials: IC1=CC=C(C=C1)N1C(OC([C@@H]1C1=CC=CC=C1)(C)C)=O ((S)-3-(4-iodophenyl)-5,5-dimethyl-4-phenyloxazolidin-2-one), C1(=CC=CC=C1)C=1NC(NC1)=O (4-phenyl-1H-imidazol-2(3H)-one). Product: CC1([C@@H](N(C(O1)=O)C1=CC=C(C=C1)N1C(NC(=C1)C1=CC=CC=C1)=O)C1=CC=CC=C1)C ((4S)-5,5-dimethyl-3-(4-(2-oxo-4-phenyl-2,3-dihydro-1H-imidazol-1-yl)phenyl)-4-phenyl-1,3-oxazolidin-2-one). Yield: 9.0%. As a reaction SMILES: I[C:2]1[CH:7]=[CH:6][C:5]([N:8]2[C@@H:12]([C:13]3[CH:18]=[CH:17][CH:16]=[CH:15][CH:14]=3)[C:11]([CH3:20])([CH3:19])[O:10][C:9]2=[O:21])=[CH:4][CH:3]=1.[C:22]1([C:28]2[NH:29][C:30](=[O:33])[NH:31][CH:32]=2)[CH:27]=[CH:26][CH:25]=[CH:24][CH:23]=1>>[CH3:19][C:11]1([CH3:20])[O:10][C:9](=[O:21])[N:8]([C:5]2[CH:6]=[CH:7][C:2]([N:31]3[CH:32]=[C:28]([C:22]4[CH:27]=[CH:26][CH:25]=[CH:24][CH:23]=4)[NH:29][C:30]3=[O:33])=[CH:3][CH:4]=2)[C@H:12]1[C:13]1[CH:18]=[CH:17][CH:16]=[CH:15][CH:14]=1. Reported procedure: The title compound was prepared as described in General Scheme B using intermediate C in place of intermediate B and 4-phenyl-1H-imidazol-2(3H)-one (commercially available from Sigma-Aldrich, Milwaukee, Wis.). Purification was performed using preparative LC/MS with 0.1% NH4OH in ACN and water as the mobile phase. The pure fractions were dried under reduced pressure to afford (4S)-5,5-dimethyl-3-(4-(2-oxo-4-phenyl-2,3-dihydro-1H-imidazol-1-yl)phenyl)-4-phenyl-1,3-oxazolidin-2-one as a white solid...